Dataset: the Open Reaction Database (ORD), a public repository of structured organic reaction records. Task: describe an organic reaction: reactants, conditions, products, and yield The reactants are Cl.C(=O)(O)CCCSC1=NSN=C1C=1CN(CCC1)C (3-(3-(3-carboxypropylthio)-1,2,5-thiadiazol-4-yl)-1,2,5,6-tetrahydro-1-methylpyridine hydrochloride). Run in Cl (hydrochloric acid). As a reaction SMILES: Cl.[C:2]([CH2:5][CH2:6][CH2:7][S:8][C:9]1[C:13]([C:14]2[CH2:15][N:16]([CH3:20])[CH2:17][CH2:18][CH:19]=2)=[N:12][S:11][N:10]=1)([OH:4])=[O:3]>Cl>[C:2]([CH2:5][CH2:6][CH2:7][S:8][C:9]1[C:13]([C:14]2[CH2:15][N:16]([CH3:20])[CH2:17][CH2:18][CH:19]=2)=[N:12][S:11][N:10]=1)([OH:4])=[O:3] |f:0.1|. Reported procedure: A solution of 3-(3-(3-carboxypropylthio)-1,2,5-thiadiazol-4-yl)-1,2,5,6-tetrahydro-1-methylpyridine hydrochloride (0.70 g, 2 mmol) in concentrated hydrochloric acid (10 ml) was heated at reflux for 6 hours. The reaction mixture was evaporated at reduced pressure. The residue was dissolved in water and neutralized with a sodiumhydroxide solution giving the title compound in 80% yield. M.p. 99°-101° C. Compound 258. Yield: 80.0%. Product: C(=O)(O)CCCSC1=NSN=C1C=1CN(CCC1)C (3-(3-(3-Carboxypropylthio)-1,2,5-thiadiazol-4-yl)-1,2,5,6-tetrahydro-1-methylpyridine).